This data is from the Open Reaction Database (ORD), a public repository of structured organic reaction records. The task is: describe an organic reaction: reactants, conditions, products, and yield Reactants: O=C([O-])[O-], CC#N, COc1cc(-c2cc(CCl)ccn2)cc(OC)c1OC, [K+], [K+], CCOC(=O)C1CCNCC1. Product: CCOC(=O)C1CCN(Cc2ccnc(-c3cc(OC)c(OC)c(OC)c3)c2)CC1. RXN SMILES: [C:32](=[O:33])([O-:34])[O-:35].[CH3:38][C:39]#[N:40].[Cl:12][CH2:13][c:14]1[cH:15][c:16](-[c:20]2[cH:21][c:22]([O:30][CH3:31])[c:23]([O:28][CH3:29])[c:24]([O:26][CH3:27])[cH:25]2)[n:17][cH:18][cH:19]1.[K+:36].[K+:37].[NH:1]1[CH2:2][CH2:3][CH:4]([C:7](=[O:8])[O:9][CH2:10][CH3:11])[CH2:5][CH2:6]1>>[N:1]1([CH2:13][c:14]2[cH:15][c:16](-[c:20]3[cH:21][c:22]([O:30][CH3:31])[c:23]([O:28][CH3:29])[c:24]([O:26][CH3:27])[cH:25]3)[n:17][cH:18][cH:19]2)[CH2:2][CH2:3][CH:4]([C:7](=[O:8])[O:9][CH2:10][CH3:11])[CH2:5][CH2:6]1. Starting materials: N[C@@H](CCC(OC(C)(C)C)=O)C(=O)N[C@@H](CC(OC(C)(C)C)=O)C(=O)N[C@@H](CCC(OC(C)(C)C)=O)C(=O)N[C@@H](COC(C)(C)C)C(=O)OC(C)(C)C (H-Glu(OtBu)-Asp(OtBu)-Glu(OtBu)-Ser(tBu)-OtBu), Z-Ala-ONSu, C(C)(=O)OCC (ethyl acetate). Run at time 5 minute. The product is N([C@@H](C)C(=O)N[C@@H](CCC(OC(C)(C)C)=O)C(=O)N[C@@H](CC(OC(C)(C)C)=O)C(=O)N[C@@H](CCC(OC(C)(C)C)=O)C(=O)N[C@@H](COC(C)(C)C)C(=O)OC(C)(C)C)C(=O)OCC1=CC=CC=C1 (Z-Ala-Glu(OtBu)-Asp(OtBu)-Glu(OtBu)-Ser(tBu)-OtBu). Yield: 80.7%. Reaction SMILES: [NH2:1][C@H:2]([C:12]([NH:14][C@H:15]([C:24]([NH:26][C@H:27]([C:37]([NH:39][C@H:40]([C:47]([O:49][C:50]([CH3:53])([CH3:52])[CH3:51])=[O:48])[CH2:41][O:42][C:43]([CH3:46])([CH3:45])[CH3:44])=[O:38])[CH2:28][CH2:29][C:30](=[O:36])[O:31][C:32]([CH3:35])([CH3:34])[CH3:33])=[O:25])[CH2:16][C:17](=[O:23])[O:18][C:19]([CH3:22])([CH3:21])[CH3:20])=[O:13])[CH2:3][CH2:4][C:5](=[O:11])[O:6][C:7]([CH3:10])([CH3:9])[CH3:8].[C:54]([O:57][CH2:58][CH3:59])(=[O:56])C>>[NH:1]([C:54]([O:57][CH2:58][C:59]1[CH:30]=[CH:29][CH:28]=[CH:27][CH:37]=1)=[O:56])[C@H:2]([C:12]([NH:1][C@H:2]([C:12]([NH:14][C@H:15]([C:24]([NH:26][C@H:27]([C:37]([NH:39][C@H:40]([C:47]([O:49][C:50]([CH3:53])([CH3:52])[CH3:51])=[O:48])[CH2:41][O:42][C:43]([CH3:46])([CH3:45])[CH3:44])=[O:38])[CH2:28][CH2:29][C:30](=[O:36])[O:31][C:32]([CH3:34])([CH3:35])[CH3:33])=[O:25])[CH2:16][C:17](=[O:23])[O:18][C:19]([CH3:20])([CH3:21])[CH3:22])=[O:13])[CH2:3][CH2:4][C:5](=[O:11])[O:6][C:7]([CH3:10])([CH3:9])[CH3:8])=[O:13])[CH3:3]. Procedure: 6.62 g. (8.7 mmoles) of H-28-31-OtBu are dissolved in 65 ml. of ethyl acetate, and 2.72 g. (8.5 mmoles) of Z-Ala-ONSu are added to the solution. After 5 minutes of stirring, a homogeneous solution is formed. The reaction mixture is stirred for one hour; at that time the product separates from the mixture. The mixture is left to stand overnight, thereafter the product is filtered off and washed with ethyl acetate. The crude product is recrystallized from 65 ml. of ethyl acetate. 6.61 g. (80.7 %) ... Reactants: CO (methanol), [Mg] (Magnesium), C[O-].[Mg+2].C[O-] (magnesium methoxide), COC1=CC2=C(NC(=N2)S(=O)CC2=NC=C(C(=C2C)OC)C)C=C1 (5-methoxy-2-[[(4-methoxy-3,5-dimethyl-2-pyridinyl)methyl]sulfinyl]-1H-benzimidazole). Solvent: C(Cl)Cl (methylene chloride), O (water). Run at time 5 hour. Yields the product CC1=CN=C(C(=C1OC)C)C[S@](=O)C2=NC3=C([N-]2)C=CC(=C3)OC.CC1=CN=C(C(=C1OC)C)C[S@](=O)C2=NC3=C([N-]2)C=CC(=C3)OC.[Mg+2] ((-)-omeprazole magnesium). Isolated yield 44.5%. As a reaction SMILES: [Mg:1].CO.[CH3:4][O:5][C:6]1[CH:27]=[CH:26][C:9]2[NH:10][C:11]([S:13]([CH2:15][C:16]3[C:21]([CH3:22])=[C:20]([O:23][CH3:24])[C:19]([CH3:25])=[CH:18][N:17]=3)=[O:14])=[N:12][C:8]=2[CH:7]=1.C[O-].[Mg+2].C[O-]>O.C(Cl)Cl>[CH3:25][C:19]1[C:20]([O:23][CH3:24])=[C:21]([CH3:22])[C:16]([CH2:15][S@@:13]([C:11]2[N-:10][C:9]3[CH:26]=[CH:27][C:6]([O:5][CH3:4])=[CH:7][C:8]=3[N:12]=2)=[O:14])=[N:17][CH:18]=1.[CH3:25][C:19]1[C:20]([O:23][CH3:24])=[C:21]([CH3:22])[C:16]([CH2:15][S@@:13]([C:11]2[N-:10][C:9]3[CH:26]=[CH:27][C:6]([O:5][CH3:4])=[CH:7][C:8]=3[N:12]=2)=[O:14])=[N:17][CH:18]=1.[Mg+2:1] |f:3.4.5,8.9.10|. Procedure: Magnesium (0.11 g, 4.5 mmol) was dissolved and reacted with methanol (50 ml) at 40° C. with a catalytic amount of methylene chloride. The reaction was run under nitrogen and was finished after five hours. At room temperature a mixture of the two enantiomers [90%(-)-isomer and 10%(+)-isomer] of 5-methoxy-2-[[(4-methoxy-3,5-dimethyl-2-pyridinyl)methyl]sulfinyl]-1H-benzimidazole (2.84 g, 8.2 mmol) was added to the magnesium methoxide solution. The mixture was stirred for 12 hours whereupon a small ... Starting materials: NC1=NC=C(C=C1N)C (2,3-diamino-5-methyl-pyridine), C(C)OC(C(C(C)Br)=O)=O (3-bromo-2-oxo-butyric acid ethyl ester), C([O-])([O-])=O.[Na+].[Na+] (Sodium carbonate). Run in C(C)O (ethanol). Yields the product NC=1C=2N(C=C(C1)C)C(=C(N2)C(=O)OCC)C (Ethyl 8-Amino-3,6-dimethylimidazo[1,2-a]pyridin-2-carboxylate). Isolated yield 29.3%. As a reaction SMILES: [NH2:1][C:2]1[C:7]([NH2:8])=[CH:6][C:5]([CH3:9])=[CH:4][N:3]=1.[CH2:10]([O:12][C:13](=[O:19])[C:14](=O)[CH:15](Br)[CH3:16])[CH3:11].C(=O)([O-])[O-].[Na+].[Na+]>C(O)C>[NH2:8][C:7]1[C:2]2[N:3]([C:15]([CH3:16])=[C:14]([C:13]([O:12][CH2:10][CH3:11])=[O:19])[N:1]=2)[CH:4]=[C:5]([CH3:9])[CH:6]=1 |f:2.3.4|. Reported procedure: A solution of 2,3-diamino-5-methyl-pyridine (2.3 g, 19 mmol) and 3-bromo-2-oxo-butyric acid ethyl ester (4.3 g, 21 mmol) in ethanol (25 ml) was refluxed for 20 h. Sodium carbonate (2.6 g, 25 mmol) was added and the mixture was filtrated and the solids were washed with ethanol. The filtrate and washings were combined and evaporated under reduced pressure. The residue was dissolved in methylene chloride, washed twice with a sodium carbonate solution and twice with water. The organic layer was sepa... Starting materials: C=O (Formaldehyde), C(C)NCC (diethyl amine), [N+](=O)([O-])C=1NC=CN1 (2-nitro-imidazole). Run in CCO (EtOH). Yields the product C(C)N(CC=1N=C(NC1)[N+](=O)[O-])CC (Diethyl-(2-nitro-1H-imidazol-4-ylmethyl)-amine). As a reaction SMILES: [CH2:1]=O.[CH2:3]([NH:5][CH2:6][CH3:7])[CH3:4].[N+:8]([C:11]1[NH:12][CH:13]=[CH:14][N:15]=1)([O-:10])=[O:9]>CCO>[CH2:3]([N:5]([CH2:6][CH3:7])[CH2:1][C:13]1[N:12]=[C:11]([N+:8]([O-:10])=[O:9])[NH:15][CH:14]=1)[CH3:4]. Procedure details: Formaldehyde (36% in H2O, 1.0 mL, 13.3 mmol, 1.5 equiv) and diethyl amine (0.92 mL, 8.8 mmol) were added sequentially to a suspension of 2-nitro-imidazole (1 g, 8.8 mmol) in EtOH (20 mL). The resulting mixture was heated to reflux for 18 h, allowed to cool to rt, and concentrated. Trituration of the residue in Et2O afforded an impure sample of the title compound which was used without further purification. The reactants are Cl (HCl), CS(=O)(=O)OCCCCCCOS(=O)(=O)C (1,6-hexanediyl dimethanesulfonate), Cl.N[C@@H](CS)C(=O)O (cysteine-hydrochloride), [OH-].[Na+] (NaOH). Solvent: O (water), C(C)O (ethanol). The product is C(CCCCCSC[C@H](N)C(=O)O)SC[C@H](N)C(=O)O (3,3'-(1,6-hexanediyl dithio) dialanine). Reaction SMILES: CS(O[CH2:6][CH2:7][CH2:8][CH2:9][CH2:10][CH2:11]OS(C)(=O)=O)(=O)=O.Cl.[NH2:18][C@H:19]([C:22]([OH:24])=[O:23])[CH2:20][SH:21].[OH-:25].[Na+].Cl>O.C(O)C>[CH2:11]([S:21][CH2:20][C@@H:19]([C:22]([OH:23])=[O:25])[NH2:18])[CH2:10][CH2:9][CH2:8][CH2:7][CH2:6][S:21][CH2:20][C@@H:19]([C:22]([OH:24])=[O:23])[NH2:18] |f:1.2,3.4|. Reported procedure: At 70° C., under nitrogen, a mixture of 137 g of 1,6-hexanediyl dimethanesulfonate and 175.5 g of cysteine-hydrochloride monohydrated in 1.5 l of water containing a little ethanol is agitated. There is then slowly added a solution of 5 N NaOH so that the pH of the reaction mixture is maintained between 8.5 and 9.5. At the end of the reaction the mixture is acidified to pH 5.2 with a solution of HCl. The precipitate is filtered, washed thoroughly with water, then dried and analyzed.